From a dataset of the Open Reaction Database (ORD), a public repository of structured organic reaction records. describe an organic reaction: reactants, conditions, products, and yield The reactants are C(#N)C(C(C)C)(C)N1C(C(=CC1=O)NC1=C(C=CC=C1)C=O)=O (N-(1-cyano-1,2-dimethylpropyl)-2-(o-formylanilino)maleimide), C1(=CC=C(C=C1)S(=O)(=O)O)C (p-toluenesulfonic acid). The solvent is C=1(C(=CC=CC1)C)C (xylene). The product is C(C)(C)C(C#N)(N1C(C2=NC=3C=CC=CC3C=C2C1=O)=O)C (1,3-dihydro-α-isopropyl-α-methyl-1,3-dioxo-2-H-pyrrolo[3,4-b]quinoline-2-acetonitrile). The yield is 81.0%. Reaction SMILES: [C:1]([C:3]([N:8]1[C:12](=[O:13])[CH:11]=[C:10]([NH:14][C:15]2[CH:20]=[CH:19][CH:18]=[CH:17][C:16]=2[CH:21]=O)[C:9]1=[O:23])([CH3:7])[CH:4]([CH3:6])[CH3:5])#[N:2].C1(C)C=CC(S(O)(=O)=O)=CC=1>C1(C)C(C)=CC=CC=1>[CH:4]([C:3]([CH3:7])([N:8]1[C:12](=[O:13])[C:11]2[C:10](=[N:14][C:15]3[CH:20]=[CH:19][CH:18]=[CH:17][C:16]=3[CH:21]=2)[C:9]1=[O:23])[C:1]#[N:2])([CH3:6])[CH3:5]. Procedure: A solution of N-(1-cyano-1,2-dimethylpropyl)-2-(o-formylanilino)maleimide (7.19 g, 0.023 mol) in xylene (300 ml) containing p-toluenesulfonic acid (0.3 g, 0.0016 mol) is heated at reflux for 4 hours using a Dean-Stark trap to collect the eliminated water. The reaction is cooled, evaporated under reduced pressure and dissolved in hot ethyl acetate which is passed through a 3 inch silica gel column. The ethyl acetate fractions eluted are combined to give a solid, mp 195°-195.5° C., 5.51 g, (81%) o...